From a dataset of the Open Reaction Database (ORD), a public repository of structured organic reaction records. describe an organic reaction: reactants, conditions, products, and yield The reactants are NC(=O)C1=CC=C(CNC(OCC=2C=NC=CC2)=O)C=C1 (Pyridin-3-ylmethyl [4-(aminocarbonyl)benzyl]carbamate), P(=O)([O-])([O-])[O-].[K+].[K+].[K+] (potassium phosphate), C(C)(C)(C)OC(=O)N(C(=O)OC(C)(C)C)C=1C(=NC(=CC1)C1=CC=CC=C1)Cl (di-tert-butyl(2-chloro-6-phenylpyridin-3-yl)imidodicarbonate), CC1(C2=C(C(=CC=C2)P(C3=CC=CC=C3)C4=CC=CC=C4)OC5=C(C=CC=C51)P(C6=CC=CC=C6)C7=CC=CC=C7)C (Xanthphos). Reagents/catalysts: C=1C=CC(=CC1)/C=C/C(=O)/C=C/C2=CC=CC=C2.C=1C=CC(=CC1)/C=C/C(=O)/C=C/C2=CC=CC=C2.C=1C=CC(=CC1)/C=C/C(=O)/C=C/C2=CC=CC=C2.[Pd].[Pd] (Pd2(dba)3). Solvent: O1CCOCC1 (dioxane), C(=O)(O)[O-].[Na+] (NaHCO3), CCOC(=O)C (EtOAc). Conditions: temperature 100 celsius, time 48 hour. Product: N1=CC(=CC=C1)COC(NCC1=CC=C(C=C1)C(=O)NC1=NC(=CC=C1NC(=O)OC(C)(C)C)C1=CC=CC=C1)=O (pyridin-3-ylmethyl{4-[({3-[(tert-butoxycarbonyl)amino]-6-phenylpyridin-2-yl}amino)carbonyl]benzyl}carbamate). As a reaction SMILES: [NH2:1][C:2]([C:4]1[CH:21]=[CH:20][C:7]([CH2:8][NH:9][C:10](=[O:19])[O:11][CH2:12][C:13]2[CH:14]=[N:15][CH:16]=[CH:17][CH:18]=2)=[CH:6][CH:5]=1)=[O:3].[C:22]([O:26][C:27]([N:29]([C:37]1[C:38](Cl)=[N:39][C:40]([C:43]2[CH:48]=[CH:47][CH:46]=[CH:45][CH:44]=2)=[CH:41][CH:42]=1)C(OC(C)(C)C)=O)=[O:28])([CH3:25])([CH3:24])[CH3:23].CC1(C)C2C(=C(P(C3C=CC=CC=3)C3C=CC=CC=3)C=CC=2)OC2C(P(C3C=CC=CC=3)C3C=CC=CC=3)=CC=CC1=2.P([O-])([O-])([O-])=O.[K+].[K+].[K+]>C([O-])(O)=O.[Na+].CCOC(C)=O.C1C=CC(/C=C/C(/C=C/C2C=CC=CC=2)=O)=CC=1.C1C=CC(/C=C/C(/C=C/C2C=CC=CC=2)=O)=CC=1.C1C=CC(/C=C/C(/C=C/C2C=CC=CC=2)=O)=CC=1.[Pd].[Pd].O1CCOCC1>[N:15]1[CH:16]=[CH:17][CH:18]=[C:13]([CH2:12][O:11][C:10](=[O:19])[NH:9][CH2:8][C:7]2[CH:20]=[CH:21][C:4]([C:2]([NH:1][C:38]3[C:37]([NH:29][C:27]([O:26][C:22]([CH3:25])([CH3:24])[CH3:23])=[O:28])=[CH:42][CH:41]=[C:40]([C:43]4[CH:44]=[CH:45][CH:46]=[CH:47][CH:48]=4)[N:39]=3)=[O:3])=[CH:5][CH:6]=2)[CH:14]=1 |f:3.4.5.6,7.8,10.11.12.13.14|. Procedure details: Pyridin-3-ylmethyl [4-(aminocarbonyl)benzyl]carbamate (0.35 g, 1.24 mmol), di-tert-butyl(2-chloro-6-phenylpyridin-3-yl)imidodicarbonate (0.5 g, 1.24 mmol), Xanthphos (0.07 g, 0.12 mmol), potassium phosphate, tribasic (0.79 g, 3.70 mmol), and Pd2(dba)3 (0.57 g, 0.06 mmol) were combined in a 20 mL microwave vial and dioxane was added. The mixture was degassed for 20 mins, then sealed and heated to 100° C. overnight. Reaction was not complete and was continued another 24 h, for a total of 48 h at 1... Starting materials: CC(=O)O[BH-](OC(C)=O)OC(C)=O, CC(C)=O, CC(=O)O, CO, ClCCl, [Na+], NC(=O)c1ccc(-n2cc3c(n2)CCNCC3)cc1. The product is CC(C)N1CCc2cn(-c3ccc(C(N)=O)cc3)nc2CC1. As a reaction SMILES: [C:28]([O:29][BH-:30]([O:31][C:32](=[O:33])[CH3:34])[O:35][C:36](=[O:37])[CH3:38])(=[O:39])[CH3:40].[CH3:20][C:21]([CH3:22])=[O:23].[CH3:24][C:25](=[O:26])[OH:27].[CH3:45][OH:46].[Cl:42][CH2:43][Cl:44].[Na+:41].[n:1]1[n:2](-[c:11]2[cH:12][cH:13][c:14]([C:15](=[O:16])[NH2:17])[cH:18][cH:19]2)[cH:3][c:4]2[c:5]1[CH2:6][CH2:7][NH:8][CH2:9][CH2:10]2>>[n:1]1[n:2](-[c:11]2[cH:12][cH:13][c:14]([C:15](=[O:16])[NH2:17])[cH:18][cH:19]2)[cH:3][c:4]2[c:5]1[CH2:6][CH2:7][N:8]([CH:21]([CH3:20])[CH3:22])[CH2:9][CH2:10]2.